This data is from the Open Reaction Database (ORD), a public repository of structured organic reaction records. The task is: describe an organic reaction: reactants, conditions, products, and yield Reactants: C(C1=CC=CC=C1)OC(CNC([C@H](NC(=O)OC(C)(C)C)CC1=CC=CC=C1)=O)=O (tert.-butoxycarbonyl-D-phenylalanyl-glycine benzyl ester), CN1CCOCC1 (N-methylmorpholine), CN1CCOCC1 (N-methylmorpholine), ClC1=C(C(=C(C(=C1OC([C@@H](NC(=O)OC(C)(C)C)CC1=CC=C(C=C1)O)=O)Cl)Cl)Cl)Cl (tert.-butoxycarbonyl-L-tyrosine pentachlorophenyl ester). The solvent is C(C)(=O)OCC (ethyl acetate), Cl (hydrochloric acid). Reaction conditions: time 0.5 hour. The product is C(C1=CC=CC=C1)OC(CNC([C@H](NC([C@@H](NC(=O)OC(C)(C)C)CC1=CC=C(C=C1)O)=O)CC1=CC=CC=C1)=O)=O (tert.-butoxycarbonyl-L-tyrosyl-D-phenylalanyl-glycine benzyl ester). The yield is 90.7%. Reaction SMILES: [CH2:1]([O:8][C:9](=[O:30])[CH2:10][NH:11][C:12](=[O:29])[C@@H:13]([CH2:22][C:23]1[CH:28]=[CH:27][CH:26]=[CH:25][CH:24]=1)[NH:14]C(OC(C)(C)C)=O)[C:2]1[CH:7]=[CH:6][CH:5]=[CH:4][CH:3]=1.CN1CCOCC1.ClC1C(O[C:46](=[O:64])[C@H:47]([CH2:56][C:57]2[CH:62]=[CH:61][C:60]([OH:63])=[CH:59][CH:58]=2)[NH:48][C:49]([O:51][C:52]([CH3:55])([CH3:54])[CH3:53])=[O:50])=C(Cl)C(Cl)=C(Cl)C=1Cl>C(OCC)(=O)C.Cl>[CH2:1]([O:8][C:9](=[O:30])[CH2:10][NH:11][C:12](=[O:29])[C@@H:13]([CH2:22][C:23]1[CH:28]=[CH:27][CH:26]=[CH:25][CH:24]=1)[NH:14][C:46](=[O:64])[C@H:47]([CH2:56][C:57]1[CH:58]=[CH:59][C:60]([OH:63])=[CH:61][CH:62]=1)[NH:48][C:49]([O:51][C:52]([CH3:53])([CH3:54])[CH3:55])=[O:50])[C:2]1[CH:3]=[CH:4][CH:5]=[CH:6][CH:7]=1. Procedure details: 18.55 g (45 mmoles) of the protected dipeptide ester obtained in Step 1 above are dissolved in 60 ml of ethyl acetate containing 11-15% of hydrochloric acid. After 0.5 hours of standing the solution is evaporated, and the residue is dried in a vacuum desiccator above potassium hydroxide. The resulting substance, Rf3 =0.4-0.5, is dissolved in 40 ml of dimethyl formamide, and 5.0 ml (45 mmoles) of N-methylmorpholine and 26.2 g (49.5 mmoles) of tert.-butoxycarbonyl-L-tyrosine pentachlorophenyl este... Procedure: The title compound was prepared from 6-chloro-4-chromanone (9.0 g, 0.049 mole) and thallium trinitrate (0.074 mole) absorbed onto K10 clay (75 g) by the method of Description 1, as a yellow solid (1.51 g, 16%). RXN SMILES: [Cl:1][C:2]1[CH:3]=[C:4]2[C:9](=[CH:10][CH:11]=1)[O:8][CH2:7][CH2:6][C:5]2=[O:12].[N+]([O-])([O-])=[O:14].[N+]([O-])([O-])=O.[N+]([O-])([O-])=O.[Tl+3]>>[Cl:1][C:2]1[CH:11]=[CH:10][C:9]2[O:8][CH2:7][CH:6]([C:5]([OH:12])=[O:14])[C:4]=2[CH:3]=1 |f:1.2.3.4|. The product is ClC=1C=CC2=C(C(CO2)C(=O)O)C1 (5-chloro-2,3-dihydrobenzofuran-3-carboxylic acid). The reactants are ClC=1C=C2C(CCOC2=CC1)=O (6-chloro-4-chromanone), [N+](=O)([O-])[O-].[N+](=O)([O-])[O-].[N+](=O)([O-])[O-].[Tl+3] (thallium trinitrate). Starting materials: CCOC(=O)CCC(C)=O, Cc1cn(CCO)c2ccccc12, CCOC(C)=O, Cc1ccc(S(=O)(=O)O)cc1, c1ccccc1. Yields the product CCOC(=O)CCC1(C)OCCn2c1c(C)c1ccccc12. Reaction SMILES: [C:14]([CH2:15][CH2:16][C:17](=[O:18])[CH3:19])(=[O:20])[O:21][CH2:22][CH3:23].[CH3:1][c:2]1[cH:3][n:4]([CH2:11][CH2:12][OH:13])[c:5]2[cH:6][cH:7][cH:8][cH:9][c:10]12.[CH3:35][CH2:36][O:37][C:38](=[O:39])[CH3:40].[c:24]1([CH3:25])[cH:26][cH:27][c:28]([S:29]([OH:30])(=[O:31])=[O:32])[cH:33][cH:34]1.[cH:41]1[cH:42][cH:43][cH:44][cH:45][cH:46]1>>[CH3:1][c:2]1[c:3]2[n:4]([c:5]3[cH:6][cH:7][cH:8][cH:9][c:10]13)[CH2:11][CH2:12][O:13][C:17]2([CH2:16][CH2:15][C:14](=[O:20])[O:21][CH2:22][CH3:23])[CH3:19]. The reactants are CI (methyl iodide), C(C)OC(C)=O (ethylacetate), BrC1=CNC=2C=CC=C(C12)C#N (3-Bromo-1H-indole-4-carbonitrile), [H-].[Na+] (NaH). Solvent: CN(C)C=O (DMF), CCCCCC (hexane). Conditions: temperature 0 celsius, time 2 hour. The product is BrC1=CN(C=2C=CC=C(C12)C#N)C (3-Bromo-1-methyl-1H-indole-4-carbonitrile). RXN SMILES: [Br:1][C:2]1[C:10]2[C:9]([C:11]#[N:12])=[CH:8][CH:7]=[CH:6][C:5]=2[NH:4][CH:3]=1.[H-].[Na+].CI.[CH2:17](OC(=O)C)C>CN(C=O)C.CCCCCC>[Br:1][C:2]1[C:10]2[C:9]([C:11]#[N:12])=[CH:8][CH:7]=[CH:6][C:5]=2[N:4]([CH3:17])[CH:3]=1 |f:1.2|. Procedure details: 3-Bromo-1H-indole-4-carbonitrile (I-146a: 500 mg, 2.272 mmol) was added dropwise to a stirred mixture of NaH (0.218 g, 9.0833 mmol) in dry DMF (15 mL) at 0° C. over a period of 10 minutes. This was followed by the addition of methyl iodide and the resulting mixture was stirred at 0° C. for 2 hours. The reaction was monitored by TLC (10% ethylacetate in hexane). The reaction mixture was quenched with ice water; the precipitate formed was collected and dried to afford 0.400 g of the crude product. Starting materials: CCOP(=O)(Cc1cccc(Oc2ccc(Br)cn2)c1)OCC, CC(C)(C)OC(=O)N1CCC(=O)CC1, C1COCCOCCOCCOCCO1, C1CCOC1, [H-], [Na+], O. As a reaction SMILES: [Br:1][c:2]1[cH:3][cH:4][c:5]([O:8][c:9]2[cH:10][c:11]([CH2:12][P:13](=[O:14])([O:15][CH2:16][CH3:17])[O:18][CH2:19][CH3:20])[cH:21][cH:22][cH:23]2)[n:6][cH:7]1.[C:41]([CH3:42])([CH3:43])([CH3:44])[O:45][C:46](=[O:47])[N:48]1[CH2:49][CH2:50][C:51](=[O:54])[CH2:52][CH2:53]1.[CH2:24]1[O:25][CH2:26][CH2:27][O:28][CH2:29][CH2:30][O:31][CH2:32][CH2:33][O:34][CH2:35][CH2:36][O:37][CH2:38]1.[CH2:55]1[O:56][CH2:57][CH2:58][CH2:59]1.[H-:39].[Na+:40].[OH2:60]>>[Br:1][c:2]1[cH:3][cH:4][c:5]([O:8][c:9]2[cH:10][c:11]([CH:12]=[C:51]3[CH2:50][CH2:49][N:48]([C:46]([O:45][C:41]([CH3:42])([CH3:43])[CH3:44])=[O:47])[CH2:53][CH2:52]3)[cH:21][cH:22][cH:23]2)[n:6][cH:7]1. The product is CC(C)(C)OC(=O)N1CCC(=Cc2cccc(Oc3ccc(Br)cn3)c2)CC1. The reactants are Br, CCC1CCC([N+](=O)[O-])C(c2ccccc2)N1, CO. Yields the product CCC1CCC(N)C(c2ccccc2)N1. RXN SMILES: [BrH:18].[CH2:1]([CH3:2])[CH:3]1[CH2:4][CH2:5][CH:6]([N+:15]([O-:16])=[O:17])[CH:7]([c:9]2[cH:10][cH:11][cH:12][cH:13][cH:14]2)[NH:8]1.[CH3:19][OH:20]>>[CH2:1]([CH3:2])[CH:3]1[CH2:4][CH2:5][CH:6]([NH2:15])[CH:7]([c:9]2[cH:10][cH:11][cH:12][cH:13][cH:14]2)[NH:8]1. Starting materials: ClCCN(CCCl)CC1=CC=CC=C1 (N,N-bis(2-chloroethyl)benzylamine), C1(=CC=CC=C1)CC#N (phenylacetonitrile). The product is Cl.C(C1=CC=CC=C1)N1CCC(CC1)(C1=CC=CC=C1)C#N (1-benzyl-4-cyano4-phenylpiperidine hydrochloride). As a reaction SMILES: [Cl:1][CH2:2][CH2:3][N:4]([CH2:8][C:9]1[CH:14]=[CH:13][CH:12]=[CH:11][CH:10]=1)[CH2:5][CH2:6]Cl.[C:15]1([CH2:21][C:22]#[N:23])[CH:20]=[CH:19][CH:18]=[CH:17][CH:16]=1>>[ClH:1].[CH2:8]([N:4]1[CH2:5][CH2:6][C:21]([C:22]#[N:23])([C:15]2[CH:20]=[CH:19][CH:18]=[CH:17][CH:16]=2)[CH2:2][CH2:3]1)[C:9]1[CH:14]=[CH:13][CH:12]=[CH:11][CH:10]=1 |f:2.3|. Reported procedure: Rylski, F. Gajewski and Z. Kamonski, Acta Pol. Pharm. 31, 577-582 (1974), show two methods for the conversion of N,N-bis(2-chloroethyl)benzylamine by reaction with phenylacetonitrile to produce 1-benzyl-4-cyano4-phenylpiperidine hydrochloride, the first method in a sodium hydroxide-toluene system resulting in a 63% yield of product melting at 253°-254° C. and the second method in a catalytic process using benzyltriethylammonium chloride in 50% aqueous sodium hydroxide resulting in a 61% yield of... Reactants: COC(=O)c1ccc(C(C)NC(=O)c2cc(Cl)cnc2Cl)cc1, Oc1ccc(F)cc1Cl. Product: COC(=O)c1ccc(C(C)NC(=O)c2cc(Cl)cnc2Oc2ccc(F)cc2Cl)cc1. Reaction SMILES: [Cl:1][c:2]1[n:3][cH:4][c:5]([Cl:23])[cH:6][c:7]1[C:8](=[O:9])[NH:10][CH:11]([CH3:12])[c:13]1[cH:14][cH:15][c:16]([C:17](=[O:18])[O:19][CH3:20])[cH:21][cH:22]1.[Cl:24][c:25]1[c:26]([OH:32])[cH:27][cH:28][c:29]([F:31])[cH:30]1>>[c:2]1([O:32][c:26]2[c:25]([Cl:24])[cH:30][c:29]([F:31])[cH:28][cH:27]2)[n:3][cH:4][c:5]([Cl:23])[cH:6][c:7]1[C:8](=[O:9])[NH:10][CH:11]([CH3:12])[c:13]1[cH:14][cH:15][c:16]([C:17](=[O:18])[O:19][CH3:20])[cH:21][cH:22]1.